Dataset: the Open Reaction Database (ORD), a public repository of structured organic reaction records. Task: describe an organic reaction: reactants, conditions, products, and yield Starting materials: CC(C)O, CC(=O)Nc1cccc(-n2nc(C(=O)O)c(=O)n(Cc3ccc(Cl)cc3)c2=O)c1, [Na+], O=C([O-])O, O=S(=O)(O)O. Yields the product CC(=O)Nc1cccc(-n2nc(C(=O)OC(C)C)c(=O)n(Cc3ccc(Cl)cc3)c2=O)c1. Reaction SMILES: [CH:30]([CH3:31])([CH3:32])[OH:33].[Cl:1][c:2]1[cH:3][cH:4][c:5]([CH2:6][n:7]2[c:8](=[O:27])[n:9](-[c:17]3[cH:18][c:19]([NH:23][C:24]([CH3:25])=[O:26])[cH:20][cH:21][cH:22]3)[n:10][c:11]([C:14](=[O:15])[OH:16])[c:12]2=[O:13])[cH:28][cH:29]1.[Na+:43].[O-:39][C:40]([OH:41])=[O:42].[S:34](=[O:35])(=[O:36])([OH:37])[OH:38]>>[Cl:1][c:2]1[cH:3][cH:4][c:5]([CH2:6][n:7]2[c:8](=[O:27])[n:9](-[c:17]3[cH:18][c:19]([NH:23][C:24]([CH3:25])=[O:26])[cH:20][cH:21][cH:22]3)[n:10][c:11]([C:14](=[O:15])[O:16][CH:30]([CH3:31])[CH3:32])[c:12]2=[O:13])[cH:28][cH:29]1. Starting materials: CC(=O)O[BH-](OC(C)=O)OC(C)=O, ClCCl, CN(C)c1ccc(C=O)cc1, CCOC(=O)c1ccc(N)cc1, CC(=O)O, [Na+], [Na+], O=C([O-])O. Product: CCOC(=O)c1ccc(NCc2ccc(N(C)C)cc2)cc1. RXN SMILES: [C:24]([O:25][BH-:26]([O:27][C:28](=[O:29])[CH3:30])[O:31][C:32](=[O:33])[CH3:34])(=[O:35])[CH3:36].[CH2:43]([Cl:44])[Cl:45].[CH3:13][N:14]([c:15]1[cH:16][cH:17][c:18]([CH:19]=[O:20])[cH:21][cH:22]1)[CH3:23].[CH3:1][CH2:2][O:3][C:4](=[O:5])[c:6]1[cH:7][cH:8][c:9]([NH2:10])[cH:11][cH:12]1.[CH3:46][C:47](=[O:48])[OH:49].[Na+:37].[Na+:38].[OH:39][C:40](=[O:41])[O-:42]>>[CH3:1][CH2:2][O:3][C:4](=[O:5])[c:6]1[cH:7][cH:8][c:9]([NH:10][CH2:19][c:18]2[cH:17][cH:16][c:15]([N:14]([CH3:13])[CH3:23])[cH:22][cH:21]2)[cH:11][cH:12]1. The reactants are CN, CN(C)C=O, NC(=O)c1ccc(Cl)nc1Cl, O. Yields the product CNc1nc(Cl)ccc1C(N)=O. RXN SMILES: [CH3:12][NH2:13].[CH3:14][N:15]([CH3:16])[CH:17]=[O:18].[Cl:1][c:2]1[c:3]([C:4](=[O:5])[NH2:6])[cH:7][cH:8][c:9]([Cl:11])[n:10]1.[OH2:19]>>[c:2]1([NH:13][CH3:12])[c:3]([C:4](=[O:5])[NH2:6])[cH:7][cH:8][c:9]([Cl:11])[n:10]1.